Task: describe an organic reaction: reactants, conditions, products, and yield. Dataset: the Open Reaction Database (ORD), a public repository of structured organic reaction records Starting materials: [OH-].[K+] (potassium hydroxide), [OH-].[K+] (potassium hydroxide), FC1=CC=C2C=CNC2=C1 (6-fluoroindole), O.N1CCC(CC1)=O (4-piperidone monohydrate). Run in CO (methanol). Reaction conditions: time 1 hour. Product: FC1=CC=C2C(=CNC2=C1)C1=CCNCC1 (4-(6-Fluoroindol-3-yl)-1,2,5,6-tetrahydropyridine). Reaction SMILES: [OH-].[K+].[F:3][C:4]1[CH:12]=[C:11]2[C:7]([CH:8]=[CH:9][NH:10]2)=[CH:6][CH:5]=1.O.[NH:14]1[CH2:19][CH2:18][C:17](=O)[CH2:16][CH2:15]1>CO>[F:3][C:4]1[CH:12]=[C:11]2[C:7]([C:8]([C:17]3[CH2:18][CH2:19][NH:14][CH2:15][CH:16]=3)=[CH:9][NH:10]2)=[CH:6][CH:5]=1 |f:0.1,3.4|. Procedure details: Powdered potassium hydroxide (144.4 g) was added carefully to a mechanically stirred mixture of 6-fluoroindole (49.23 g, 0.364 mol) and 4-piperidone monohydrate (111.93 g, 0.728 mol) in methanol (1500 ml). The mixture was then heated under reflux under nitrogen for 18 hours and then more potassium hydroxide (40 g) was added and the reaction mixture heated under reflux for a further 4 hours. The reaction mixture was allowed to cool to room temperature and poured onto ice-water (3000 ml) and stirr... Reactants: C1(CCCC1)C1C(C2=C(C(=C(C=C2CC1)OC)Cl)Cl)=O (2-Cyclopentyl-6-methoxy-7,8-dichloro-1-tetralone), Cl.N1=CC=CC=C1 (pyridine hydrochloride). Run in O (water). Reaction conditions: temperature 180 celsius. Product: C1(CCCC1)C1C(C2=C(C(=C(C=C2CC1)O)Cl)Cl)=O (2-cyclopentyl-6-hydroxy-7,8-dichloro-1-tetralone). Reaction SMILES: [CH:1]1([CH:6]2[CH2:15][CH2:14][C:13]3[C:8](=[C:9]([Cl:19])[C:10]([Cl:18])=[C:11]([O:16]C)[CH:12]=3)[C:7]2=[O:20])[CH2:5][CH2:4][CH2:3][CH2:2]1.Cl.N1C=CC=CC=1>O>[CH:1]1([CH:6]2[CH2:15][CH2:14][C:13]3[C:8](=[C:9]([Cl:19])[C:10]([Cl:18])=[C:11]([OH:16])[CH:12]=3)[C:7]2=[O:20])[CH2:2][CH2:3][CH2:4][CH2:5]1 |f:1.2|. Procedure: 2-Cyclopentyl-6-methoxy-7,8-dichloro-1-tetralone (6.58 g., 0.02 mole) is mixed with pyridine hydrochloride (60 g.) and the mixture is heated at 180° C. for one hour. The mixture is poured into water (ca. 400 ml.). The solid that separates is collected, washed with water and air dried to obtain 2-cyclopentyl-6-hydroxy-7,8-dichloro-1-tetralone. Reactants: O1CCOCC1 (dioxane), Cl (HCl), NC=1C=C(CN2CCC(CC2)CNC(CNC(C2=C(C=C(C(=C2)F)F)NC(=O)OC(C)(C)C)=O)=O)C=CC1O (1-(3-amino-4-hydroxybenzyl)-4-[[N-(2-(tert-butoxycarbonylamino)-4,5-difluorobenzoyl)glycyl]aminomethyl]piperidine). Solvent: CO (methanol). Run at time 8 hour. The product is NC1=C(C(=O)NCC(=O)NCC2CCN(CC2)CC2=CC(=C(C=C2)O)N)C=C(C(=C1)F)F (4-[[N-(2-amino-4,5-difluorobenzoyl)glycyl]aminomethyl]-1-(3-amino-4-hydroxybenzyl)piperidine). As a reaction SMILES: O1CCOCC1.Cl.[NH2:8][C:9]1[CH:10]=[C:11]([CH:43]=[CH:44][C:45]=1[OH:46])[CH2:12][N:13]1[CH2:18][CH2:17][CH:16]([CH2:19][NH:20][C:21](=[O:42])[CH2:22][NH:23][C:24](=[O:41])[C:25]2[CH:30]=[C:29]([F:31])[C:28]([F:32])=[CH:27][C:26]=2[NH:33]C(OC(C)(C)C)=O)[CH2:15][CH2:14]1>CO>[NH2:33][C:26]1[CH:27]=[C:28]([F:32])[C:29]([F:31])=[CH:30][C:25]=1[C:24]([NH:23][CH2:22][C:21]([NH:20][CH2:19][CH:16]1[CH2:15][CH2:14][N:13]([CH2:12][C:11]2[CH:43]=[CH:44][C:45]([OH:46])=[C:9]([NH2:8])[CH:10]=2)[CH2:18][CH2:17]1)=[O:42])=[O:41]. Reported procedure: A 4 M dioxane solution of HCl (0.50 mL) was added to a methanol (1 mL) solution of 1-(3-amino-4-hydroxybenzyl)-4-[[N-(2-(tert-butoxycarbonylamino)-4,5-difluorobenzoyl)glycyl]aminomethyl]piperidine (20.0 mg, 0.035 mmol), and the resulting mixture was stirred at room temperature overnight and concentrated. The obtained residue was then dissolved in methanol, loaded onto a Varian™ SCX column, washed with methanol (5 mL×2), eluted with a 2 M methanol solution of NH3 (5 mL) and concentrated to thereb... The reactants are C(C)OC=CC(C(F)(F)F)=O (4-ethoxy-1,1,1-trifluoro-3-buten-2-one), C(C1=CC=CC=C1)(C1=CC=CC=C1)(C1=CC=CC=C1)N1CC(CCC1)=O (N-trityl-3-piperidone), S(=O)(=O)([O-])[O-].[Mg+2] (magnesium sulfate), N1CCCC1 (pyrrolidine), C(C)(=O)[O-].[NH4+] (Ammonium acetate). The solvent is O1CCCC1 (tetrahydrofuran). Reaction conditions: time 72 hour. The product is FC(C1=NC=2CN(CCC2C=C1)C(C1=CC=CC=C1)(C1=CC=CC=C1)C1=CC=CC=C1)(F)F (2-(Trifluoromethyl)-7-(triphenylmethyl)-5,6,7,8-tetrahydro-1,7-naphthyridine). RXN SMILES: [C:1]([N:20]1[CH2:25][CH2:24][CH2:23][C:22](=O)[CH2:21]1)([C:14]1[CH:19]=[CH:18][CH:17]=[CH:16][CH:15]=1)([C:8]1[CH:13]=[CH:12][CH:11]=[CH:10][CH:9]=1)[C:2]1[CH:7]=[CH:6][CH:5]=[CH:4][CH:3]=1.S([O-])([O-])(=O)=O.[Mg+2].[NH:33]1CCCC1.C(O[CH:41]=[CH:42][C:43](=O)[C:44]([F:47])([F:46])[F:45])C.C([O-])(=O)C.[NH4+]>O1CCCC1>[F:45][C:44]([F:47])([F:46])[C:43]1[CH:42]=[CH:41][C:23]2[CH2:24][CH2:25][N:20]([C:1]([C:14]3[CH:19]=[CH:18][CH:17]=[CH:16][CH:15]=3)([C:8]3[CH:13]=[CH:12][CH:11]=[CH:10][CH:9]=3)[C:2]3[CH:7]=[CH:6][CH:5]=[CH:4][CH:3]=3)[CH2:21][C:22]=2[N:33]=1 |f:1.2,5.6|. Procedure details: A mixture of N-trityl-3-piperidone (1.22 g, 3.6 mmol), magnesium sulfate (2.70 g) and pyrrolidine (0.36 mL, 4.3 mmol) in 10 mL of tetrahydrofuran was stirred at room temperature for 72 h. The reaction mixture was filtered, and the filtrate was concentrated under reduced pressure. The resultant crude enamine was dissolved in 13 mL of dry dioxane, cooled to approximately 10° C. and treated dropwise with 4-ethoxy-1,1,1-trifluoro-3-buten-2-one (0.61 mL, 4.3 mmol). The resultant orange solution was a... Reactants: C(C)(C)(C)C1=CC(=C(C=N1)C=1N([C@]([C@](N1)(C)C1=CC=C(C=C1)Cl)(C)C1=CC=C(C=C1)Cl)C(=O)Cl)OCC ((4S,5R)-2-(6-tert-butyl-4-ethoxy-pyridin-3-yl)-4,5-bis-(4-chloro-phenyl)-4,5-dimethyl-4,5-dihydro-imidazole-1-carbonyl chloride), C[C@H]1NCCNC1 ((R)-2-methyl-piperazine). The product is C(C)(C)(C)C1=CC(=C(C=N1)C=1N([C@]([C@](N1)(C)C1=CC=C(C=C1)Cl)(C)C1=CC=C(C=C1)Cl)C(=O)N1C[C@H](NCC1)C)OCC ([(4S,5R)-2-(6-tert-Butyl-4-ethoxy-pyridin-3-yl)-4,5-bis-(4-chloro-phenyl)-4,5-dimethyl-4,5-dihydro-imidazol-1-yl]-((R)-3-methyl-piperazin-1-yl)-methanone). Reaction SMILES: [C:1]([C:5]1[N:10]=[CH:9][C:8]([C:11]2[N:12]([C:32](Cl)=[O:33])[C@@:13]([C:25]3[CH:30]=[CH:29][C:28]([Cl:31])=[CH:27][CH:26]=3)([CH3:24])[C@@:14]([C:17]3[CH:22]=[CH:21][C:20]([Cl:23])=[CH:19][CH:18]=3)([CH3:16])[N:15]=2)=[C:7]([O:35][CH2:36][CH3:37])[CH:6]=1)([CH3:4])([CH3:3])[CH3:2].[CH3:38][C@@H:39]1[CH2:44][NH:43][CH2:42][CH2:41][NH:40]1>>[C:1]([C:5]1[N:10]=[CH:9][C:8]([C:11]2[N:12]([C:32]([N:43]3[CH2:42][CH2:41][NH:40][C@H:39]([CH3:38])[CH2:44]3)=[O:33])[C@@:13]([C:25]3[CH:26]=[CH:27][C:28]([Cl:31])=[CH:29][CH:30]=3)([CH3:24])[C@@:14]([C:17]3[CH:18]=[CH:19][C:20]([Cl:23])=[CH:21][CH:22]=3)([CH3:16])[N:15]=2)=[C:7]([O:35][CH2:36][CH3:37])[CH:6]=1)([CH3:4])([CH3:2])[CH3:3]. Reported procedure: In a manner analogous to the method described in examples 8, (4S,5R)-2-(6-tert-butyl-4-ethoxy-pyridin-3-yl)-4,5-bis-(4-chloro-phenyl)-4,5-dimethyl-4,5-dihydro-imidazole-1-carbonyl chloride (example 51) was coupled with (R)-2-methyl-piperazine (Aldrich) to give the title compound. HR-MS (ES, m/z) calculated for C34H42Cl2N5O2 [(M+H)+] 622.271, observed 622.2714. The reactants are CCCc1nc2cnc3cc(Br)ccc3c2n1NC(C)C, ClC(Cl)Cl, [NH4+], [OH-], O, O=C(OO)c1cccc(Cl)c1, Cc1ccc(S(=O)(=O)Cl)cc1. Yields the product CCCc1nc2c(N)nc3cc(Br)ccc3c2n1NC(C)C. Reaction SMILES: [Br:1][c:2]1[cH:3][cH:4][c:5]2[c:6]3[c:7]([cH:8][n:9][c:10]2[cH:11]1)[n:12][c:13]([CH2:19][CH2:20][CH3:21])[n:14]3[NH:15][CH:16]([CH3:17])[CH3:18].[CH:46]([Cl:47])([Cl:48])[Cl:49].[NH4+:33].[OH-:34].[OH2:50].[OH:22][O:23][C:24]([c:25]1[cH:26][c:27]([Cl:28])[cH:29][cH:30][cH:31]1)=[O:32].[c:35]1([CH3:36])[cH:37][cH:38][c:39]([S:40]([Cl:41])(=[O:42])=[O:43])[cH:44][cH:45]1>>[Br:1][c:2]1[cH:3][cH:4][c:5]2[c:6]3[c:7]([c:8]([NH2:33])[n:9][c:10]2[cH:11]1)[n:12][c:13]([CH2:19][CH2:20][CH3:21])[n:14]3[NH:15][CH:16]([CH3:17])[CH3:18]. The reactants are C1CCOC1, Nc1ccc(CCC(=O)O)cc1, Cc1nocc1C(=O)Nc1cccc(C(=O)c2ccc3c(c2)NC(=O)C3=CO)c1. Yields the product Cc1nocc1C(=O)Nc1cccc(C(=O)c2ccc3c(c2)NC(=O)C3=CNc2ccc(CCC(=O)O)cc2)c1. RXN SMILES: [CH2:42]1[O:43][CH2:44][CH2:45][CH2:46]1.[NH2:30][c:31]1[cH:32][cH:33][c:34]([CH2:37][CH2:38][C:39](=[O:40])[OH:41])[cH:35][cH:36]1.[OH:1][CH:2]=[C:3]1[C:4](=[O:29])[NH:5][c:6]2[cH:7][c:8]([C:12](=[O:13])[c:14]3[cH:15][c:16]([NH:20][C:21](=[O:22])[c:23]4[c:24]([CH3:28])[n:25][o:26][cH:27]4)[cH:17][cH:18][cH:19]3)[cH:9][cH:10][c:11]21>>[CH:2](=[C:3]1[C:4](=[O:29])[NH:5][c:6]2[cH:7][c:8]([C:12](=[O:13])[c:14]3[cH:15][c:16]([NH:20][C:21](=[O:22])[c:23]4[c:24]([CH3:28])[n:25][o:26][cH:27]4)[cH:17][cH:18][cH:19]3)[cH:9][cH:10][c:11]21)[NH:30][c:31]1[cH:32][cH:33][c:34]([CH2:37][CH2:38][C:39](=[O:40])[OH:41])[cH:35][cH:36]1.